This data is from the Open Reaction Database (ORD), a public repository of structured organic reaction records. The task is: describe an organic reaction: reactants, conditions, products, and yield Starting materials: C(C)(C)C=1SC2=C(N1)C=C(C=C2)[N+](=O)[O-] (2-isopropyl-5-nitrobenzo[d]thiazole), S1C=NC2=C1C=CC(=C2)N (benzo[d]thiazol-5-amine). Product: C(C)(C)C=1SC2=C(N1)C=C(C=C2)N (2-Isopropylbenzo[d]thiazol-5-amine). Reaction SMILES: [CH:1]([C:4]1[S:5][C:6]2[CH:12]=[CH:11][C:10]([N+:13]([O-])=O)=[CH:9][C:7]=2[N:8]=1)([CH3:3])[CH3:2].S1C2C=CC(N)=CC=2N=C1>>[CH:1]([C:4]1[S:5][C:6]2[CH:12]=[CH:11][C:10]([NH2:13])=[CH:9][C:7]=2[N:8]=1)([CH3:3])[CH3:2]. Procedure: 2-Isopropylbenzo[d]thiazol-5-amine was prepared from 2-isopropyl-5-nitrobenzo[d]thiazole similar to that described in the preparation benzo[d]thiazol-5-amine. Procedure: The title compound was prepared in analogy to example 51, from [1-(2,2-difluoro-ethyl)-5-(1-isopropyl-piperidin-4-yloxy)-1H-indol-2-yl]-piperazin-1-yl-methanone hydrochloride and methanesulfonyl chloride. Light-yellow foam. MS (m/z): 513.4 (M+H)+. Reaction SMILES: Cl.[F:2][CH:3]([F:32])[CH2:4][N:5]1[C:13]2[C:8](=[CH:9][C:10]([O:14][CH:15]3[CH2:20][CH2:19][N:18]([CH:21]([CH3:23])[CH3:22])[CH2:17][CH2:16]3)=[CH:11][CH:12]=2)[CH:7]=[C:6]1[C:24]([N:26]1[CH2:31][CH2:30][NH:29][CH2:28][CH2:27]1)=[O:25].[CH3:33][S:34](Cl)(=[O:36])=[O:35]>>[F:32][CH:3]([F:2])[CH2:4][N:5]1[C:13]2[C:8](=[CH:9][C:10]([O:14][CH:15]3[CH2:20][CH2:19][N:18]([CH:21]([CH3:23])[CH3:22])[CH2:17][CH2:16]3)=[CH:11][CH:12]=2)[CH:7]=[C:6]1[C:24]([N:26]1[CH2:27][CH2:28][N:29]([S:34]([CH3:33])(=[O:36])=[O:35])[CH2:30][CH2:31]1)=[O:25] |f:0.1|. Starting materials: Cl.FC(CN1C(=CC2=CC(=CC=C12)OC1CCN(CC1)C(C)C)C(=O)N1CCNCC1)F ([1-(2,2-difluoro-ethyl)-5-(1-isopropyl-piperidin-4-yloxy)-1H-indol-2-yl]-piperazin-1-yl-methanone hydrochloride), CS(=O)(=O)Cl (methanesulfonyl chloride). The product is FC(CN1C(=CC2=CC(=CC=C12)OC1CCN(CC1)C(C)C)C(=O)N1CCN(CC1)S(=O)(=O)C)F ([1-(2,2-Difluoro-ethyl)-5-(1-isopropyl-piperidin-4-yloxy)-1H-indol-2-yl]-(4-methanesulfonyl-piperazin-1-yl)-methanone). The reactants are Cl.C(#N)C=1C=CC2=C(CN([C@@H](CN2CC=2C=NC=CC2)CC2=CC=CC=C2)S(=O)(=O)C=2SC=CC2)C1 ((R)-7-Cyano-2,3,4,5-tetrahydro-3-(phenylmethyl)-1-(3-pyridinylmethyl)-4-(2-thienesulfonyl)-1H-1,4-benzodiazepine, Hydrochloride), S(N)(=O)(=O)Cl (sulfamyl chloride), Compound B. Product: C(#N)C=1C=CC2=C(CN([C@@H](CN2)CC2=CC=CC=C2)S(=O)(=O)N)C1 ((3R)-7-Cyano-1,2,3,5-tetrahydro-3-(phenylmethyl)-4H-1,4-benzodiazepine-4-sulfonamide). Reaction SMILES: Cl.[C:2]([C:4]1[CH:5]=[CH:6][C:7]2[N:13](CC3C=NC=CC=3)[CH2:12][C@@H:11]([CH2:21][C:22]3[CH:27]=[CH:26][CH:25]=[CH:24][CH:23]=3)[N:10]([S:28](C3SC=CC=3)(=[O:30])=[O:29])[CH2:9][C:8]=2[CH:36]=1)#[N:3].S(Cl)(=O)(=O)[NH2:38]>>[C:2]([C:4]1[CH:5]=[CH:6][C:7]2[NH:13][CH2:12][C@@H:11]([CH2:21][C:22]3[CH:27]=[CH:26][CH:25]=[CH:24][CH:23]=3)[N:10]([S:28]([NH2:38])(=[O:30])=[O:29])[CH2:9][C:8]=2[CH:36]=1)#[N:3] |f:0.1|. Reported procedure: The title compound was prepared from Compound A of Example 23 and sulfamyl chloride following the procedure of Compound B of Example 37. Reactants: NC1=C(C=NN1CCC#CC)C#N (5-amino-1-(pent-3-ynyl)-4-cyanopyrazole), C(CCC)N1C(C(C(C1)=O)C(=O)OCC)=O (1-(n-butyl)-3-ethoxycarbonyl-pyrrolidin-2,4-dione), C1(=CC=C(C=C1)S(=O)(=O)O)C (toluene-p-sulphonic acid). The solvent is C1(=CC=CC=C1)C (toluene), C(C)#N (acetonitrile). Product: NC1=C2C(=NC3=C1C(N(C3)CCCC)=O)N(N=C2)CCC#CC (4-Amino-6-(n-butyl)-6,7-dihydro-1-(pent-3-ynyl)pyrazolo[3,4-b]pyrrolo[3,4-e]pyridin-5(1H)-one). As a reaction SMILES: [CH2:1]([N:5]1[CH2:9][C:8](=O)[CH:7](C(OCC)=O)[C:6]1=[O:16])[CH2:2][CH2:3][CH3:4].[NH2:17][C:18]1[N:22]([CH2:23][CH2:24][C:25]#[C:26][CH3:27])[N:21]=[CH:20][C:19]=1[C:28]#[N:29].C1(C)C=CC(S(O)(=O)=O)=CC=1>C(#N)C.C1(C)C=CC=CC=1>[NH2:29][C:28]1[C:7]2[C:6](=[O:16])[N:5]([CH2:1][CH2:2][CH2:3][CH3:4])[CH2:9][C:8]=2[N:17]=[C:18]2[N:22]([CH2:23][CH2:24][C:25]#[C:26][CH3:27])[N:21]=[CH:20][C:19]=12. Reported procedure: A solution of 1-(n-butyl)-3-ethoxycarbonyl-pyrrolidin-2,4-dione (1.02 g.) in wet acetonitrile (23 ml.) was heated under reflux for 1.5 hours. The acetonitrile was evaporated under reduced pressure, leaving a clear oil which was immediately dissolved in toluene (28 ml.). To this solution was added 5-amino-1-(pent-3-ynyl)-4-cyanopyrazole (0.6 g.) and a catalytic amount of toluene-p-sulphonic acid (0.05 g.). The mixture was heated under reflux overnight, collecting water in a Dean-Stark trap. The r...